Dataset: the Open Reaction Database (ORD), a public repository of structured organic reaction records. Task: describe an organic reaction: reactants, conditions, products, and yield Reactants: [Al+3], CCOCC, CN(C)N=Cc1cccnc1, [H-], [H-], [H-], [H-], [Li+], [Na+], [OH-], O. Yields the product CN(C)NCc1cccnc1. As a reaction SMILES: [Al+3:2].[CH2:21]([O:22][CH2:23][CH3:24])[CH3:25].[CH3:7][N:8]([N:9]=[CH:10][c:11]1[cH:12][n:13][cH:14][cH:15][cH:16]1)[CH3:17].[H-:1].[H-:4].[H-:5].[H-:6].[Li+:3].[Na+:20].[OH-:19].[OH2:18]>>[CH3:7][N:8]([NH:9][CH2:10][c:11]1[cH:12][n:13][cH:14][cH:15][cH:16]1)[CH3:17]. Starting materials: ClC=1C=NC=C(C1C=NO)Cl (3,5-dichloro-4-pyridinecarbaldehyde oxime), ClN1C(CCC1=O)=O (N-chlorosuccinimide), C1(CC1)C(CC(=O)OCC)=O (ethyl 3-cyclopropyl-3-oxopropanoate), [O-]CC.[Na+] (sodium ethoxide), C(C)O (ethanol), imidoyl chloride. Solvent: CN(C=O)C (N,N-dimethylformamide), O (water), O1CCCC1 (tetrahydrofuran), O1CCCC1 (tetrahydrofuran). Reaction conditions: temperature 65 celsius, time 1.5 hour. Product: C1(CC1)C1=C(C(=NO1)C1=C(C=NC=C1Cl)Cl)C(=O)OCC (ethyl 5-cyclopropyl-3-(3,5-dichloro-4-pyridinyl)-4-isoxazolecarboxylate). The yield is 8.7%. As a reaction SMILES: [Cl:1][C:2]1[CH:3]=[N:4][CH:5]=[C:6]([Cl:11])[C:7]=1[CH:8]=[N:9][OH:10].ClN1C(=O)CCC1=O.[CH:20]1([C:23](=O)[CH2:24][C:25]([O:27][CH2:28][CH3:29])=[O:26])[CH2:22][CH2:21]1.[O-]CC.[Na+].C(O)C>CN(C)C=O.O1CCCC1.O>[CH:20]1([C:23]2[O:10][N:9]=[C:8]([C:7]3[C:6]([Cl:11])=[CH:5][N:4]=[CH:3][C:2]=3[Cl:1])[C:24]=2[C:25]([O:27][CH2:28][CH3:29])=[O:26])[CH2:22][CH2:21]1 |f:3.4|. Procedure details: To a solution of 3,5-dichloro-4-pyridinecarbaldehyde oxime (1.44 g, 7.53 mmol) in N,N-dimethylformamide (6 mL) was added N-chlorosuccinimide (1.00 g, 7.53 mmol). The mixture was heated to 65° C. and all solids dissolved. The solution was stirred at 65° C. for approximately 1.5 hr, poured into water and extracted with ether. The ether layer containing the crude imidoyl chloride was washed with brine, dried over magnesium sulfate and concentrated. To a separate solution of ethyl 3-cyclopropyl-3-ox... RXN SMILES: C([O:8][C:9]([NH:11][C@@H:12]([CH2:16][NH:17][C:18]([O:20][CH2:21][C:22]1[CH:27]=[CH:26][CH:25]=[CH:24][CH:23]=1)=[O:19])[C:13]([OH:15])=[O:14])=O)C1C=CC=CC=1.S(Cl)(Cl)=O>C(Cl)Cl>[CH2:21]([O:20][C:18]([NH:17][CH2:16][C@H:12]1[C:13](=[O:15])[O:14][C:9](=[O:8])[NH:11]1)=[O:19])[C:22]1[CH:27]=[CH:26][CH:25]=[CH:24][CH:23]=1. Yields the product C(C1=CC=CC=C1)OC(=O)NC[C@@H]1NC(OC1=O)=O (4(S)-benzyloxycarbonylaminomethyl-2,5-oxazolidinedione). The reactants are C(C1=CC=CC=C1)OC(=O)N[C@H](C(=O)O)CNC(=O)OCC1=CC=CC=C1 (2(S),3-bis-(benzyloxycarbonylamino)propionic acid), S(=O)(Cl)Cl (thionyl chloride). Run in C(Cl)Cl (CH2Cl2). Conditions: time 1 hour. Reported procedure: Suspend the product of Step A (2 g) in CH2Cl2 (25 mL) and treat with thionyl chloride (1.6 mL). Stir the resulting mixture at room temperature for 1 hr and then heat under reflux for 1.5 hr. Concentrate the mixture in vacuo and triturate with hexane (3 times). Dissolve the residue in CH2Cl2 (10 mL), treat with hexane (30 mL), and stir overnight. Filter to give 4(S)-benzyloxycarbonylaminomethyl-2,5-oxazolidinedione. The reactants are COc1ccc(-c2nc3c(cc2F)CN(C(C)=O)c2ccccc2C=C3)cn1, CC(=O)N1Cc2nc(Cl)ccc2C=Cc2ccccc21, OB(O)c1ccccc1. The product is CC(=O)N1Cc2nc(-c3ccccc3)ccc2C=Cc2ccccc21. As a reaction SMILES: [C:30]([N:31]1[c:32]2[cH:33][cH:34][cH:35][cH:36][c:37]2[CH:38]=[CH:39][c:40]2[n:41][c:42](-[c:43]3[cH:44][n:45][c:46]([O:47][CH3:48])[cH:49][cH:50]3)[c:51]([F:52])[cH:53][c:54]2[CH2:55]1)(=[O:56])[CH3:57].[Cl:1][c:2]1[n:3][c:4]2[c:5]([cH:19][cH:20]1)[CH:6]=[CH:7][c:8]1[c:9]([cH:15][cH:16][cH:17][cH:18]1)[N:10]([C:12]([CH3:13])=[O:14])[CH2:11]2.[OH:21][B:22]([OH:23])[c:24]1[cH:25][cH:26][cH:27][cH:28][cH:29]1>>[c:2]1(-[c:24]2[cH:25][cH:26][cH:27][cH:28][cH:29]2)[n:3][c:4]2[c:5]([cH:19][cH:20]1)[CH:6]=[CH:7][c:8]1[c:9]([cH:15][cH:16][cH:17][cH:18]1)[N:10]([C:12]([CH3:13])=[O:14])[CH2:11]2.